The task is: describe an organic reaction: reactants, conditions, products, and yield. This data is from the Open Reaction Database (ORD), a public repository of structured organic reaction records. The reactants are CCOC(=O)C(C)(C)Oc1ccc(CCCC2CN(Cc3ccc(C(F)(F)F)cc3)C(=O)N2C)cc1I, CCCCB(O)O. The product is CCCCc1cc(CCCC2CN(Cc3ccc(C(F)(F)F)cc3)C(=O)N2C)ccc1OC(C)(C)C(=O)OCC. RXN SMILES: [CH2:1]([CH3:2])[O:3][C:4]([C:5]([CH3:6])([CH3:7])[O:8][c:9]1[c:10]([I:36])[cH:11][c:12]([CH2:15][CH2:16][CH2:17][CH:18]2[N:19]([CH3:35])[C:20](=[O:34])[N:21]([CH2:23][c:24]3[cH:25][cH:26][c:27]([C:30]([F:31])([F:32])[F:33])[cH:28][cH:29]3)[CH2:22]2)[cH:13][cH:14]1)=[O:37].[CH2:38]([CH2:39][CH2:40][CH3:41])[B:42]([OH:43])[OH:44]>>[CH2:1]([CH3:2])[O:3][C:4]([C:5]([CH3:6])([CH3:7])[O:8][c:9]1[c:10]([CH2:38][CH2:39][CH2:40][CH3:41])[cH:11][c:12]([CH2:15][CH2:16][CH2:17][CH:18]2[N:19]([CH3:35])[C:20](=[O:34])[N:21]([CH2:23][c:24]3[cH:25][cH:26][c:27]([C:30]([F:31])([F:32])[F:33])[cH:28][cH:29]3)[CH2:22]2)[cH:13][cH:14]1)=[O:37].